Task: describe an organic reaction: reactants, conditions, products, and yield. Dataset: the Open Reaction Database (ORD), a public repository of structured organic reaction records The reactants are CO, NC(=O)n1ncc(-c2ccc(Cc3ccccc3)cc2)c1N, [Na+], [OH-], O. Yields the product Nc1n[nH]cc1-c1ccc(Cc2ccccc2)cc1. RXN SMILES: [CH3:25][OH:26].[NH2:1][c:2]1[n:3]([C:20](=[O:21])[NH2:22])[n:4][cH:5][c:6]1-[c:7]1[cH:8][cH:9][c:10]([CH2:13][c:14]2[cH:15][cH:16][cH:17][cH:18][cH:19]2)[cH:11][cH:12]1.[Na+:24].[OH-:23].[OH2:27]>>[NH2:1][c:2]1[n:3][nH:4][cH:5][c:6]1-[c:7]1[cH:8][cH:9][c:10]([CH2:13][c:14]2[cH:15][cH:16][cH:17][cH:18][cH:19]2)[cH:11][cH:12]1. Reactants: NCC=1C=CC(=NC1)Cl (5-(aminomethyl)-2-chloropyridine), C(C)(=O)NC(SC)=N[N+](=O)[O-] (N-acetyl-S-methyl-N'-nitroisothiourea). Run in C(C)#N (acetonitrile), C(C)#N (acetonitrile). Conditions: time 30 minute. Product: C(C)(=O)NC(=N[N+](=O)[O-])NCC=1C=NC(=CC1)Cl (N-acetyl-N'-(6-chloro-3-pyridylmethyl)-N"-nitroguanidine). The yield is 77.0%. As a reaction SMILES: [C:1]([NH:4][C:5](=[N:8][N+:9]([O-:11])=[O:10])SC)(=[O:3])[CH3:2].[NH2:12][CH2:13][C:14]1[CH:15]=[CH:16][C:17]([Cl:20])=[N:18][CH:19]=1>C(#N)C>[C:1]([NH:4][C:5]([NH:12][CH2:13][C:14]1[CH:19]=[N:18][C:17]([Cl:20])=[CH:16][CH:15]=1)=[N:8][N+:9]([O-:11])=[O:10])(=[O:3])[CH3:2]. Reported procedure: To a mixture of 0.5g of N-acetyl-S-methyl-N'-nitroisothiourea and 5ml of acetonitrile was dropwise added a solution of 0.44g of 5-(aminomethyl)-2-chloropyridine in 3ml of acetonitrile under ice-cooling, followed by stirring for 30 minutes under ice-cooling. The reaction mixture was concentrated and the residue was recrystallized from ethanol to afford 0.59g of N-acetyl-N'-(6-chloro-3-pyridylmethyl)-N"-nitroguanidine (Compound No. 42) as white crystals. Reactants: C(C)(=O)C=1C=CC(=C(OCC(=O)OC(C)(C)C)C1)OS(=O)(=O)C(F)(F)F (t-butyl { 5-acetyl-2[(trifluoromethyl)sulfonyloxy]-phenoxy}acetate), C1(=CC=CC=C1)C#C (phenylacetylene). Reagents/catalysts: Cl[Pd]([P](C1=CC=CC=C1)(C2=CC=CC=C2)C3=CC=CC=C3)([P](C4=CC=CC=C4)(C5=CC=CC=C5)C6=CC=CC=C6)Cl (Bis(triphenylphosphine)-palladium(II) chloride), [Cu]I (copper (I) iodide). The solvent is C(C)N(CC)CC (triethylamine). Product: C(C)(=O)C=1C=CC(=C(OCC(=O)OC(C)(C)C)C1)C#CC1=CC=CC=C1 (t-butyl [5-acetyl-2-(2-phenylethynyl)-phenoxy]-acetate). As a reaction SMILES: [C:1]([C:4]1[CH:5]=[CH:6][C:7](OS(C(F)(F)F)(=O)=O)=[C:8]([CH:18]=1)[O:9][CH2:10][C:11]([O:13][C:14]([CH3:17])([CH3:16])[CH3:15])=[O:12])(=[O:3])[CH3:2].[C:27]1([C:33]#[CH:34])[CH:32]=[CH:31][CH:30]=[CH:29][CH:28]=1>C(N(CC)CC)C.Cl[Pd](Cl)([P](C1C=CC=CC=1)(C1C=CC=CC=1)C1C=CC=CC=1)[P](C1C=CC=CC=1)(C1C=CC=CC=1)C1C=CC=CC=1.[Cu]I>[C:1]([C:4]1[CH:5]=[CH:6][C:7]([C:34]#[C:33][C:27]2[CH:32]=[CH:31][CH:30]=[CH:29][CH:28]=2)=[C:8]([CH:18]=1)[O:9][CH2:10][C:11]([O:13][C:14]([CH3:17])([CH3:16])[CH3:15])=[O:12])(=[O:3])[CH3:2] |^1:44,63|. Procedure: A solution of t-butyl { 5-acetyl-2[(trifluoromethyl)sulfonyloxy]-phenoxy}acetate(1.0 g, 1.3 mmol) and phenylacetylene (0.33 mL, 3.0 mmol) in 20 mL triethylamine in a thick walled pyrex tube is degassed with nitrogen for 15 minutes. Bis(triphenylphosphine)-palladium(II) chloride (35 mg, 0.05 mmol) and copper (I) iodide (10 mg, 0.05 mmol) are added, and the vessel is sealed, and heated to 60° for 18 hours. After cooling, the triethylamine is removed in vacuo, and the residue is dissolved in ether ...